This data is from the Open Reaction Database (ORD), a public repository of structured organic reaction records. The task is: describe an organic reaction: reactants, conditions, products, and yield The reactants are Brc1cccc(P(c2cccc(Br)n2)c2cccc(Br)n2)n1, ClC(Cl)Cl, O, OO. The product is O=P(c1cccc(Br)n1)(c1cccc(Br)n1)c1cccc(Br)n1. As a reaction SMILES: [Br:1][c:2]1[n:3][c:4]([P:8]([c:9]2[cH:10][cH:11][cH:12][c:13]([Br:15])[n:14]2)[c:16]2[cH:17][cH:18][cH:19][c:20]([Br:22])[n:21]2)[cH:5][cH:6][cH:7]1.[CH:26]([Cl:27])([Cl:28])[Cl:29].[OH2:25].[OH:23][OH:24]>>[Br:1][c:2]1[n:3][c:4]([P:8]([c:9]2[cH:10][cH:11][cH:12][c:13]([Br:15])[n:14]2)([c:16]2[cH:17][cH:18][cH:19][c:20]([Br:22])[n:21]2)=[O:23])[cH:5][cH:6][cH:7]1. The reactants are FC1=CC=C(C=C1)CCCCP(O)=O ([4-(4-fluorophenyl)butyl]phosphinic acid), C1(=CC=CC=C1)COC(=O)NCCCC[C@@H](C(=O)N1[C@H](C(=O)OCC2=CC=CC=C2)CCC1)O (1-[(S)-6-[[(phenylmethoxy)carbonyl]amino]-2-hydroxy-1-oxohexyl]-L-proline, phenylmethyl ester), C1(CCCCC1)N=C=NC1CCCCC1 (dicyclohexylcarbodiimide), CN(C)C1=NC=CC=C1 (dimethylaminopyridine). The solvent is O1CCCC1 (tetrahydrofuran), C(C)(=O)OCC (ethyl acetate). Conditions: time 1 hour. The product is C1(=CC=CC=C1)COC(=O)NCCCC[C@@H](C(=O)N1[C@H](C(=O)OCC2=CC=CC=C2)CCC1)OP(=O)CCCCC1=CC=C(C=C1)F (1-[(S)-6-[[(phenylmethoxy)carbonyl]amino]-2-[[[4-(4-fluorophenyl)butyl]phosphinyl]oxy]-1-oxohexyl]-L-proline, phenylmethyl ester). Reaction SMILES: [F:1][C:2]1[CH:7]=[CH:6][C:5]([CH2:8][CH2:9][CH2:10][CH2:11][PH:12](=[O:14])[OH:13])=[CH:4][CH:3]=1.[C:15]1([CH2:21][O:22][C:23]([NH:25][CH2:26][CH2:27][CH2:28][CH2:29][C@H:30](O)[C:31]([N:33]2[CH2:47][CH2:46][CH2:45][C@H:34]2[C:35]([O:37][CH2:38][C:39]2[CH:44]=[CH:43][CH:42]=[CH:41][CH:40]=2)=[O:36])=[O:32])=[O:24])[CH:20]=[CH:19][CH:18]=[CH:17][CH:16]=1.C1(N=C=NC2CCCCC2)CCCCC1.CN(C1C=CC=CN=1)C>O1CCCC1.C(OCC)(=O)C>[C:15]1([CH2:21][O:22][C:23]([NH:25][CH2:26][CH2:27][CH2:28][CH2:29][C@H:30]([O:14][PH:12]([CH2:11][CH2:10][CH2:9][CH2:8][C:5]2[CH:4]=[CH:3][C:2]([F:1])=[CH:7][CH:6]=2)=[O:13])[C:31]([N:33]2[CH2:47][CH2:46][CH2:45][C@H:34]2[C:35]([O:37][CH2:38][C:39]2[CH:40]=[CH:41][CH:42]=[CH:43][CH:44]=2)=[O:36])=[O:32])=[O:24])[CH:20]=[CH:19][CH:18]=[CH:17][CH:16]=1. Reported procedure: [4-(4-Fluorophenyl)butyl]phosphinic acid, 1-adamantanamine salt (1.18 g.) is partitioned between 1.0N hydrochloric acid and ethyl acetate. The organic phase is washed with brine and dried over anhydrous sodium sulfate. The mixture is evaporated to give 696 mg. of [4-(4-fluorophenyl)butyl]phosphinic acid. This acid (696 mg., 3.22 mmole, 1.5 eq.) is dissolved in dry tetrahydrofuran (15 ml.), combined with 1-[(S)-6-[[(phenylmethoxy)carbonyl]amino]-2-hydroxy-1-oxohexyl]-L-proline, phenylmethyl ester...